Dataset: the Open Reaction Database (ORD), a public repository of structured organic reaction records. Task: describe an organic reaction: reactants, conditions, products, and yield The reactants are CC(=O)OC1CSC(Oc2ccc(Br)nc2)C(OC(C)=O)C1OC(C)=O, COc1ncccc1B(O)O, COCCOC, ClCCl, [Na+], [Na+], O=C([O-])[O-], O. Yields the product COc1ncccc1-c1ccc(OC2SCC(OC(C)=O)C(OC(C)=O)C2OC(C)=O)cn1. Reaction SMILES: [C:21]([CH3:22])(=[O:23])[O:24][CH:25]1[CH:26]([O:27][c:28]2[cH:29][n:30][c:31]([Br:34])[cH:32][cH:33]2)[S:35][CH2:36][CH:37]([O:43][C:44]([CH3:45])=[O:46])[CH:38]1[O:39][C:40]([CH3:41])=[O:42].[CH3:10][O:11][c:12]1[n:13][cH:14][cH:15][cH:16][c:17]1[B:18]([OH:19])[OH:20].[CH3:48][O:49][CH2:50][CH2:51][O:52][CH3:53].[Cl:7][CH2:8][Cl:9].[Na+:1].[Na+:2].[O-:3][C:4](=[O:5])[O-:6].[OH2:47]>>[CH3:10][O:11][c:12]1[n:13][cH:14][cH:15][cH:16][c:17]1-[c:31]1[n:30][cH:29][c:28]([O:27][CH:26]2[CH:25]([O:24][C:21]([CH3:22])=[O:23])[CH:38]([O:39][C:40]([CH3:41])=[O:42])[CH:37]([O:43][C:44]([CH3:45])=[O:46])[CH2:36][S:35]2)[cH:33][cH:32]1. Reaction SMILES: [CH3:1][O:2][C:3]1[CH:8]=[CH:7][C:6]([C:9]2[CH:13]=[C:12]([C:14](=[O:17])[CH2:15][CH3:16])[O:11][N:10]=2)=[CH:5][CH:4]=1.[CH2:18]=O.[NH:20]1[CH2:24][CH2:23][CH2:22][CH2:21]1.Cl>C(OCC)C.O.ClCCl.C(O)C>[CH3:1][O:2][C:3]1[CH:4]=[CH:5][C:6]([C:9]2[CH:13]=[C:12]([C:14](=[O:17])[CH:15]([CH3:18])[CH2:16][N:20]3[CH2:24][CH2:23][CH2:22][CH2:21]3)[O:11][N:10]=2)=[CH:7][CH:8]=1. Reaction conditions: time 8 hour. Yields the product COC1=CC=C(C=C1)C1=NOC(=C1)C(C(CN1CCCC1)C)=O (3-(4-methoxyphenyl)-5-{2-methyl-3-(1-pyrrolidinyl)propionyl}isoxazole). Run in C(C)OCC (ethyl ether), O (Water), ClCCl (dichloromethane), C(C)O (ethyl alcohol). Reactants: COC1=CC=C(C=C1)C1=NOC(=C1)C(CC)=O (3-(4-methoxyphenyl)-5-propionylisoxazole), resultant mixture, Cl (hydrochloric acid), C=O (formaldehyde), N1CCCC1 (pyrrolidine). Reported procedure: Added to a mixed solvent of 22 ml of ethyl alcohol and 5 ml of dichloromethane were 2.22 g (9.61 mmol) of 3-(4-methoxyphenyl)-5-propionylisoxazole, 0.96 ml of a 37% aqueous formaldehyde solution and 1.37 g (19.2 mmol) of pyrrolidine, followed by stirring at room temperature for 8 hours. Water and ethyl ether were added, and the resultant mixture was acidified with 2N-hydrochloric acid. The water layer was separated and collected. After the water layer was alkalinized with an aqueous solution of ... Starting materials: CC[O-], CO, C1=NCCc2ccccc21, [Na+]. The product is CC(O)C1=NCCc2ccccc21. Reaction SMILES: [CH3:12][CH2:13][O-:14].[CH3:15][OH:16].[CH:1]1=[N:2][CH2:3][CH2:4][c:5]2[cH:6][cH:7][cH:8][cH:9][c:10]21.[Na+:11]>>[C:1]1([CH:13]([CH3:12])[OH:14])=[N:2][CH2:3][CH2:4][c:5]2[cH:6][cH:7][cH:8][cH:9][c:10]21.